This data is from the Open Reaction Database (ORD), a public repository of structured organic reaction records. The task is: describe an organic reaction: reactants, conditions, products, and yield The reactants are O=C1N(C2=NC=CC=C2C=C1)CC=O ((2-oxo-1,8-naphthyridin-1(2H)-yl)acetaldehyde), O1CCOC2=C1C=CC(=C2)CN(C(OC(C)(C)C)=O)C2CCNCC2 (tert-butyl (2,3-dihydro-1,4-benzodioxin-6-ylmethyl)(piperidin-4-yl)carbamate), C(C)(=O)O (acetic acid), C(C)(=O)O[BH-](OC(C)=O)OC(C)=O.[Na+] (sodium triacetoxyborohydride). Solvent: O (water), ClCCl (dichloromethane). Run at time 2 hour. Yields the product O1CCOC2=C1C=CC(=C2)CN(C(OC(C)(C)C)=O)C2CCN(CC2)CCN2C(C=CC1=CC=CN=C21)=O (tert-butyl (2,3-dihydro-1,4-benzodioxin-6-ylmethyl)(1-(2-(2-oxo-1,8-naphthyridin-1(2H)-yl)ethyl)piperidin-4-yl)carbamate). Yield: 67.5%. RXN SMILES: [O:1]=[C:2]1[CH:11]=[CH:10][C:9]2[C:4](=[N:5][CH:6]=[CH:7][CH:8]=2)[N:3]1[CH2:12][CH:13]=O.[O:15]1[C:20]2[CH:21]=[CH:22][C:23]([CH2:25][N:26]([CH:34]3[CH2:39][CH2:38][NH:37][CH2:36][CH2:35]3)[C:27](=[O:33])[O:28][C:29]([CH3:32])([CH3:31])[CH3:30])=[CH:24][C:19]=2[O:18][CH2:17][CH2:16]1.C(O)(=O)C.C(O[BH-](OC(=O)C)OC(=O)C)(=O)C.[Na+]>ClCCl.O>[O:15]1[C:20]2[CH:21]=[CH:22][C:23]([CH2:25][N:26]([CH:34]3[CH2:39][CH2:38][N:37]([CH2:13][CH2:12][N:3]4[C:4]5[C:9](=[CH:8][CH:7]=[CH:6][N:5]=5)[CH:10]=[CH:11][C:2]4=[O:1])[CH2:36][CH2:35]3)[C:27](=[O:33])[O:28][C:29]([CH3:32])([CH3:30])[CH3:31])=[CH:24][C:19]=2[O:18][CH2:17][CH2:16]1 |f:3.4|. Procedure details: To a solution of 0.75 g of (2-oxo-1,8-naphthyridin-1(2H)-yl)acetaldehyde in 40 mL of dichloromethane, 1.4 g of tert-butyl (2,3-dihydro-1,4-benzodioxin-6-ylmethyl)(piperidin-4-yl)carbamate, 0.23 mL of acetic acid and 1.3 g of sodium triacetoxyborohydride were added, and the mixture was stirred at room temperature for 2 hours. Thereto were added water, a saturated aqueous sodium hydrogen carbonate solution and chloroform, the organic layer was separated, and the aqueous layer was extracted with ch... The reactants are BrC=1C=NC=2C3=C(C=NC2C1)N=C(N3CC(C)C)COCC (7-Bromo-2-(ethoxymethyl)-1-(2-methylpropyl)-1H-imidazo[4,5-c][1,5]naphthyridine), C([O-])([O-])=O.[Cs+].[Cs+] (cesium carbonate), CC1(C2=CC=CC(=C2OC=2C(=CC=CC12)P(C1=CC=CC=C1)C1=CC=CC=C1)P(C1=CC=CC=C1)C1=CC=CC=C1)C (9,9-dimethyl-4,5-bis(diphenylphosphino)xanthene), N1C(CCC1)=O (pyrrolidin-2-one). The reagents and catalysts are C=1C=CC(=CC1)/C=C/C(=O)/C=C/C2=CC=CC=C2.C=1C=CC(=CC1)/C=C/C(=O)/C=C/C2=CC=CC=C2.C=1C=CC(=CC1)/C=C/C(=O)/C=C/C2=CC=CC=C2.[Pd].[Pd] (tris(dibenzylideneacetone)dipalladium(0)). Solvent: O1CCOCC1 (dioxane). Conditions: temperature 110 celsius. Yields the product C(C)OCC=1N(C2=C(C=NC=3C=C(C=NC23)N2C(CCC2)=O)N1)CC(C)C (1-[2-ethoxymethyl-1-(2-methylpropyl)-1H-imidazo[4,5-c][1,5]naphthyridin-7-yl]pyrrolidin-2-one). As a reaction SMILES: Br[C:2]1[CH:3]=[N:4][C:5]2[C:6]3[N:14]([CH2:15][CH:16]([CH3:18])[CH3:17])[C:13]([CH2:19][O:20][CH2:21][CH3:22])=[N:12][C:7]=3[CH:8]=[N:9][C:10]=2[CH:11]=1.C(=O)([O-])[O-].[Cs+].[Cs+].CC1(C)C2C=CC=C(P(C3C=CC=CC=3)C3C=CC=CC=3)C=2OC2C1=CC=CC=2P(C1C=CC=CC=1)C1C=CC=CC=1.[NH:71]1[CH2:75][CH2:74][CH2:73][C:72]1=[O:76]>C1C=CC(/C=C/C(/C=C/C2C=CC=CC=2)=O)=CC=1.C1C=CC(/C=C/C(/C=C/C2C=CC=CC=2)=O)=CC=1.C1C=CC(/C=C/C(/C=C/C2C=CC=CC=2)=O)=CC=1.[Pd].[Pd].O1CCOCC1>[CH2:21]([O:20][CH2:19][C:13]1[N:14]([CH2:15][CH:16]([CH3:18])[CH3:17])[C:6]2[C:5]3[N:4]=[CH:3][C:2]([N:71]4[CH2:75][CH2:74][CH2:73][C:72]4=[O:76])=[CH:11][C:10]=3[N:9]=[CH:8][C:7]=2[N:12]=1)[CH3:22] |f:1.2.3,6.7.8.9.10|. Procedure: 7-Bromo-2-(ethoxymethyl)-1-(2-methylpropyl)-1H-imidazo[4,5-c][1,5]naphthyridine (1.0 g, 2.75 mmol), tris(dibenzylideneacetone)dipalladium(0) (70 mg, 0.068 mmol), cesium carbonate (1.25 g, 3.85 mmol), 9,9-dimethyl-4,5-bis(diphenylphosphino)xanthene (0.118 g, 0.204 mmol), pyrrolidin-2-one (0.25 mL, 3.3 mmol), and dioxane (2.75 mL) were added to a scintillation vial. The vial was sequentially flushed with nitrogen, sealed with a Teflon-lined cap, and heated at 110° C. for about 40 hours. After cool... Reactants: amine (1S,2R,4R)—N-benzyl-2-amino-7,7-dimethylbicyclo[2.2.1]hept-1-ylmethanesulfonamide, BrCCOCCBr (Bis(2-bromoethyl)ether), C(C1=CC=CC=C1)NS(=O)(=O)C[C@@]12[C@@H](C[C@@H](CC1)C2(C)C)N ((1S,2R,4R)—N-benzyl-2-amino-7,7-dimethylbicyclo[2.2.1]hept-1-ylmethanesulfonamide), C(C)(C)N(C(C)C)CC (N,N-Diisopropylethylamine). The solvent is CN(C(C)=O)C (N,N-dimethylacetamide), C1(=CC=CC=C1)C (toluene). Yields the product C(C1=CC=CC=C1)NS(=O)(=O)C[C@@]12[C@@H](C[C@@H](CC1)C2(C)C)N2CCOCC2 ((1S,2R,4R)—N-benzyl-2-morpholino-7,7-dimethylbicyclo[2.2.1]hept-1-ylmethanesulfonamide). As a reaction SMILES: Br[CH2:2][CH2:3][O:4][CH2:5][CH2:6]Br.[CH2:8]([NH:15][S:16]([CH2:19][C@:20]12[C:26]([CH3:28])([CH3:27])[C@H:23]([CH2:24][CH2:25]1)[CH2:22][C@H:21]2[NH2:29])(=[O:18])=[O:17])[C:9]1[CH:14]=[CH:13][CH:12]=[CH:11][CH:10]=1.C(N(CC)C(C)C)(C)C>CN(C)C(=O)C.C1(C)C=CC=CC=1>[CH2:8]([NH:15][S:16]([CH2:19][C@:20]12[C:26]([CH3:27])([CH3:28])[C@H:23]([CH2:24][CH2:25]1)[CH2:22][C@H:21]2[N:29]1[CH2:6][CH2:5][O:4][CH2:3][CH2:2]1)(=[O:18])=[O:17])[C:9]1[CH:14]=[CH:13][CH:12]=[CH:11][CH:10]=1. Procedure details: Bis(2-bromoethyl)ether (18.3 mL, 146 mmol) was added to a solution of (1S,2R,4R)—N-benzyl-2-amino-7,7-dimethylbicyclo[2.2.1]hept-1-ylmethanesulfonamide (VIa) (23.5 g, 72.9 mmol) and N,N-Diisopropylethylamine (DIPEA) (55.8 mL, 320 mmol) in N,N-dimethylacetamide (DMAC) (470 mL). The solution was heated at 120° C. until the amine (1S,2R,4R)—N-benzyl-2-amino-7,7-dimethylbicyclo[2.2.1]hept-1-ylmethanesulfonamide (VIa) was <2% by HPLC analysis. The mixture was cooled to ambient temperature and diluted... The reactants are BrC(Br)(Br)Br, CC#N, ClCCl, OCc1cccc(O)c1. Product: Oc1cccc(CBr)c1. RXN SMILES: [C:13]([Br:14])([Br:15])([Br:16])[Br:17].[CH3:18][C:19]#[N:20].[Cl:10][CH2:11][Cl:12].[OH:1][CH2:2][c:3]1[cH:4][c:5]([OH:9])[cH:6][cH:7][cH:8]1>>[CH2:2]([c:3]1[cH:4][c:5]([OH:9])[cH:6][cH:7][cH:8]1)[Br:14]. Reactants: CN(Cc1cc(Br)n(S(=O)(=O)c2cccnc2)c1)C(=O)OC(C)(C)C, OB(O)c1ccccc1Cl, [Na+], [Na+], O=C([O-])[O-], c1ccc(P(c2ccccc2)(c2ccccc2)[Pd](P(c2ccccc2)(c2ccccc2)c2ccccc2)(P(c2ccccc2)(c2ccccc2)c2ccccc2)P(c2ccccc2)(c2ccccc2)c2ccccc2)cc1. Yields the product CN(Cc1cc(-c2ccccc2Cl)n(S(=O)(=O)c2cccnc2)c1)C(=O)OC(C)(C)C. As a reaction SMILES: [Br:1][c:2]1[cH:3][c:4]([CH2:16][N:17]([C:18]([O:19][C:20]([CH3:21])([CH3:22])[CH3:23])=[O:24])[CH3:25])[cH:5][n:6]1[S:7](=[O:8])(=[O:9])[c:10]1[cH:11][n:12][cH:13][cH:14][cH:15]1.[Cl:26][c:27]1[c:28]([B:33]([OH:34])[OH:35])[cH:29][cH:30][cH:31][cH:32]1.[Na+:36].[Na+:37].[O-:38][C:39](=[O:40])[O-:41].[cH:42]1[cH:43][cH:44][c:45]([P:46]([Pd:47]([P:48]([c:49]2[cH:50][cH:51][cH:52][cH:53][cH:54]2)([c:55]2[cH:56][cH:57][cH:58][cH:59][cH:60]2)[c:61]2[cH:62][cH:63][cH:64][cH:65][cH:66]2)([P:67]([c:68]2[cH:69][cH:70][cH:71][cH:72][cH:73]2)([c:74]2[cH:75][cH:76][cH:77][cH:78][cH:79]2)[c:80]2[cH:81][cH:82][cH:83][cH:84][cH:85]2)[P:86]([c:87]2[cH:88][cH:89][cH:90][cH:91][cH:92]2)([c:93]2[cH:94][cH:95][cH:96][cH:97][cH:98]2)[c:99]2[cH:100][cH:101][cH:102][cH:103][cH:104]2)([c:105]2[cH:106][cH:107][cH:108][cH:109][cH:110]2)[c:111]2[cH:112][cH:113][cH:114][cH:115][cH:116]2)[cH:117][cH:118]1>>[c:2]1(-[c:28]2[c:27]([Cl:26])[cH:32][cH:31][cH:30][cH:29]2)[cH:3][c:4]([CH2:16][N:17]([C:18]([O:19][C:20]([CH3:21])([CH3:22])[CH3:23])=[O:24])[CH3:25])[cH:5][n:6]1[S:7](=[O:8])(=[O:9])[c:10]1[cH:11][n:12][cH:13][cH:14][cH:15]1. Starting materials: C=CCBr, OCc1cccc2c1ccn2Cc1ccc(Cl)cc1, [H-], [Na+], CN(C)C=O. Product: CC(O)c1cccc2c1ccn2Cc1ccc(Cl)cc1. Reaction SMILES: [CH2:20]([Br:21])[CH:22]=[CH2:23].[Cl:1][c:2]1[cH:3][cH:4][c:5]([CH2:6][n:7]2[cH:8][cH:9][c:10]3[c:11]([CH2:16][OH:17])[cH:12][cH:13][cH:14][c:15]23)[cH:18][cH:19]1.[H-:25].[Na+:24].[O:26]=[CH:27][N:28]([CH3:29])[CH3:30]>>[Cl:1][c:2]1[cH:3][cH:4][c:5]([CH2:6][n:7]2[cH:8][cH:9][c:10]3[c:11]([CH:16]([OH:17])[CH3:20])[cH:12][cH:13][cH:14][c:15]23)[cH:18][cH:19]1. The reactants are C(C1=CC=CC=C1)OC=1C=CC(=C2C=CC(NC12)=O)[C@H](CNCCC1=CC=C(C=C1)NC(=O)C=1C=C(C=CC1)S(=O)(=O)C=1C=C2C(=C(C=NC2=C(C1)C)C(=O)N)NC1=CC(=CC=C1)OC)O ((R)-6-[[3-[[4-[2-[[2-[8-(Benzyloxy)-2-oxo-1,2-dihydroquinolin-5-yl]-2-hydroxyethyl]amino]ethyl]phenyl]carbamoyl]phenyl]sulfonyl]-4-[(3-methoxyphenyl)amino]-8-methylquinoline-3-carboxamide). The solvent is CCO (EtOH), C1CCOC1 (THF), [Pd] (Pd/C). The product is O[C@@H](CNCCC1=CC=C(C=C1)NC(=O)C=1C=C(C=CC1)S(=O)(=O)C=1C=C2C(=C(C=NC2=C(C1)C)C(=O)N)NC1=CC(=CC=C1)OC)C1=C2C=CC(NC2=C(C=C1)O)=O ((R)-6-[[3-[[4-[2-[[2-Hydroxy-2-(8-hydroxy-2-oxo-1,2-dihydroquinolin-5-yl)ethyl]amino]ethyl]phenyl]carbamoyl]phenyl]sulfonyl]-4-[(3-methoxyphenyl)amino]-8-methylquinoline-3-carboxamide). Isolated yield 60.7%. RXN SMILES: C([O:8][C:9]1[CH:10]=[CH:11][C:12]([C@@H:20]([OH:66])[CH2:21][NH:22][CH2:23][CH2:24][C:25]2[CH:30]=[CH:29][C:28]([NH:31][C:32]([C:34]3[CH:35]=[C:36]([S:40]([C:43]4[CH:44]=[C:45]5[C:50](=[C:51]([CH3:53])[CH:52]=4)[N:49]=[CH:48][C:47]([C:54]([NH2:56])=[O:55])=[C:46]5[NH:57][C:58]4[CH:63]=[CH:62][CH:61]=[C:60]([O:64][CH3:65])[CH:59]=4)(=[O:42])=[O:41])[CH:37]=[CH:38][CH:39]=3)=[O:33])=[CH:27][CH:26]=2)=[C:13]2[C:18]=1[NH:17][C:16](=[O:19])[CH:15]=[CH:14]2)C1C=CC=CC=1>CCO.C1COCC1.[Pd]>[OH:66][C@H:20]([C:12]1[CH:11]=[CH:10][C:9]([OH:8])=[C:18]2[C:13]=1[CH:14]=[CH:15][C:16](=[O:19])[NH:17]2)[CH2:21][NH:22][CH2:23][CH2:24][C:25]1[CH:26]=[CH:27][C:28]([NH:31][C:32]([C:34]2[CH:35]=[C:36]([S:40]([C:43]3[CH:44]=[C:45]4[C:50](=[C:51]([CH3:53])[CH:52]=3)[N:49]=[CH:48][C:47]([C:54]([NH2:56])=[O:55])=[C:46]4[NH:57][C:58]3[CH:63]=[CH:62][CH:61]=[C:60]([O:64][CH3:65])[CH:59]=3)(=[O:41])=[O:42])[CH:37]=[CH:38][CH:39]=2)=[O:33])=[CH:29][CH:30]=1. Procedure: Intermediate 144 (119 mg) was dissolved in a mixture of EtOH (2 mL) and THF (3.5 mL) and hydrogenated in the presence of 10% Pd/C at rt and ambient pressure. After completion, the reaction was filtered and the filtrate purified by reverse-phase preparatory-LC to give the title compound as a yellow solid (65 mg).